describe an organic reaction: reactants, conditions, products, and yield From a dataset of the Open Reaction Database (ORD), a public repository of structured organic reaction records. The reactants are Nc1cccc(COCCC2CC2)n1, Cc1cc(Cl)cc(Cl)c1S(=O)(=O)Cl. Product: Cc1cc(Cl)cc(Cl)c1S(=O)(=O)Nc1cccc(COCCC2CC2)n1. Reaction SMILES: [CH:1]1([CH2:4][CH2:5][O:6][CH2:7][c:8]2[cH:9][cH:10][cH:11][c:12]([NH2:14])[n:13]2)[CH2:2][CH2:3]1.[Cl:15][c:16]1[c:17]([S:24](=[O:25])(=[O:26])[Cl:27])[c:18]([CH3:23])[cH:19][c:20]([Cl:22])[cH:21]1>>[CH:1]1([CH2:4][CH2:5][O:6][CH2:7][c:8]2[cH:9][cH:10][cH:11][c:12]([NH:14][S:24]([c:17]3[c:16]([Cl:15])[cH:21][c:20]([Cl:22])[cH:19][c:18]3[CH3:23])(=[O:25])=[O:26])[n:13]2)[CH2:2][CH2:3]1. Reactants: CCOC(=O)c1cc(C(C)=O)ccc1O, CN(C)c1ccncc1, COc1cc2nccc(Cl)c2cc1OC, Clc1ccccc1Cl. Product: CCOC(=O)c1cc(C(C)=O)ccc1Oc1ccnc2cc(OC)c(OC)cc12. Reaction SMILES: [C:1]([CH3:2])(=[O:3])[c:4]1[cH:5][cH:6][c:7]([OH:15])[c:8]([C:9](=[O:10])[O:11][CH2:12][CH3:13])[cH:14]1.[CH3:31][N:32]([CH3:33])[c:34]1[cH:35][cH:36][n:37][cH:38][cH:39]1.[Cl:16][c:17]1[cH:18][cH:19][n:20][c:21]2[cH:22][c:23]([O:29][CH3:30])[c:24]([O:27][CH3:28])[cH:25][c:26]12.[Cl:40][c:41]1[cH:42][cH:43][cH:44][cH:45][c:46]1[Cl:47]>>[C:1]([CH3:2])(=[O:3])[c:4]1[cH:5][cH:6][c:7]([O:15][c:17]2[cH:18][cH:19][n:20][c:21]3[cH:22][c:23]([O:29][CH3:30])[c:24]([O:27][CH3:28])[cH:25][c:26]23)[c:8]([C:9](=[O:10])[O:11][CH2:12][CH3:13])[cH:14]1.